Dataset: the Open Reaction Database (ORD), a public repository of structured organic reaction records. Task: describe an organic reaction: reactants, conditions, products, and yield The reactants are NC(=O)Cn1ccc2c(Cl)cccc21, NC(=O)Cn1ccc2c(C(F)(F)F)cccc21. Product: NC(=O)Cn1ccc2c(F)cccc21. As a reaction SMILES: [Cl:1][c:2]1[c:3]2[cH:4][cH:5][n:6]([CH2:11][C:12](=[O:13])[NH2:14])[c:7]2[cH:8][cH:9][cH:10]1.[F:15][C:16]([F:17])([F:18])[c:19]1[cH:20][cH:21][cH:22][c:23]2[c:24]1[cH:25][cH:26][n:27]2[CH2:28][C:29]([NH2:30])=[O:31]>>[c:2]1([F:15])[c:3]2[cH:4][cH:5][n:6]([CH2:11][C:12](=[O:13])[NH2:14])[c:7]2[cH:8][cH:9][cH:10]1. Reactants: O=C1C(=C(OC(=C1)CCC)CCC)C(=O)NC1=CC=CC=C1 (4-oxo-N-phenyl-2,6-dipropyl-4H-pyran-3-carboxamide), C(CCC)N (butylamine), C1(=CC=CC=C1)C (toluene), [OH-].[Na+] (sodium hydroxide). The solvent is CO (methanol), C(C)OC(C)=O (ethylacetate), O (water). Reaction conditions: time 8 hour. The product is C(CCC)N1C(=C(C(C=C1CCC)=O)C(=O)NC1=CC=CC=C1)CCC (1-Butyl-1,4-dihydro-4-oxo-N-phenyl-2,6-dipropyl-3-pyridinecarboxamide). The yield is 62.2%. RXN SMILES: [O:1]=[C:2]1[CH:7]=[C:6]([CH2:8][CH2:9][CH3:10])O[C:4]([CH2:11][CH2:12][CH3:13])=[C:3]1[C:14]([NH:16][C:17]1[CH:22]=[CH:21][CH:20]=[CH:19][CH:18]=1)=[O:15].[CH2:23]([NH2:27])[CH2:24][CH2:25][CH3:26].C1(C)C=CC=CC=1.[OH-].[Na+]>CO.C(OC(=O)C)C.O>[CH2:23]([N:27]1[C:6]([CH2:8][CH2:9][CH3:10])=[CH:7][C:2](=[O:1])[C:3]([C:14]([NH:16][C:17]2[CH:22]=[CH:21][CH:20]=[CH:19][CH:18]=2)=[O:15])=[C:4]1[CH2:11][CH2:12][CH3:13])[CH2:24][CH2:25][CH3:26] |f:3.4|. Procedure: To a mixture of 1 g (3.34 mmol) of 4-oxo-N-phenyl-2,6-dipropyl-4H-pyran-3-carboxamide, 0.37 g (5.01 mmol) of butylamine and 5 ml of toluene, 1 ml of 1N sodium hydroxide solution in methanol was added and stirred overnight at room temperature. After adding about 10 ml of water and about 10 ml of ethylacetate to the mixture, they were well shaken in a separatory funnel. The organic layer was washed with saturated sodium chloride solution, dried in an usual manner, concentrated and crystallized fro...